This data is from the Open Reaction Database (ORD), a public repository of structured organic reaction records. The task is: describe an organic reaction: reactants, conditions, products, and yield The reactants are [Si](C)(C)(C(C)(C)C)OC[C@@H]1N(C(CC1)=O)CC=1SC=C(N1)/C=C/C(=O)O ((2E)-3-(2-{[(2R)-2-({[tert-butyl(dimethyl)silyl]oxy}methyl)-5-oxo-1-pyrrolidinyl]methyl}-1,3-thiazole-4-yl)acrylic acid), C(CCC)I (n-butyl iodide), O (Water), C([O-])([O-])=O.[K+].[K+] (potassium carbonate). Run in CN(C=O)C (dimethylformamide). Run at time 8 hour. Yields the product [Si](C)(C)(C(C)(C)C)OC[C@@H]1N(C(CC1)=O)CC=1SC=C(N1)/C=C/C(=O)OCCCC (butyl (2E)-3-(2-{[(2R)-2-({[tert-butyl(dimethyl)silyl]oxy}methyl)-5-oxo-1-pyrrolidinyl]methyl}-1,3-thiazol-4-yl)-2-propenoate). Reaction SMILES: [Si:1]([O:8][CH2:9][C@H:10]1[CH2:14][CH2:13][C:12](=[O:15])[N:11]1[CH2:16][C:17]1[S:18][CH:19]=[C:20](/[CH:22]=[CH:23]/[C:24]([OH:26])=[O:25])[N:21]=1)([C:4]([CH3:7])([CH3:6])[CH3:5])([CH3:3])[CH3:2].[CH2:27](I)[CH2:28][CH2:29][CH3:30].C(=O)([O-])[O-].[K+].[K+].O>CN(C)C=O>[Si:1]([O:8][CH2:9][C@H:10]1[CH2:14][CH2:13][C:12](=[O:15])[N:11]1[CH2:16][C:17]1[S:18][CH:19]=[C:20](/[CH:22]=[CH:23]/[C:24]([O:26][CH2:27][CH2:28][CH2:29][CH3:30])=[O:25])[N:21]=1)([C:4]([CH3:7])([CH3:5])[CH3:6])([CH3:2])[CH3:3] |f:2.3.4|. Reported procedure: To a solution of the compound 72 (980 mg) in dimethylformamide (3.00 mL) was added n-butyl iodide (570 μL) at room temperature and then thereto was added potassium carbonate (691 mg) at 0° C. The solution was stirred at room temperature overnight. Water was added to the reaction solution, which was extracted with ethyl acetate. The organic layer was washed water and brine, dried over anhydrous sodium sulfate and concentrated. The organic residue was purified by column chromatography on silica ge... Starting materials: BrC1=CC(=C(C(=O)O)C=C1)OC1=C(C=CC=C1)OC (4-Bromo-2-(2-methoxy-phenoxy)-benzoic acid), BrC1=CC(=C(C(=O)O)C=C1)OC1=CC=CC=C1 (4-bromo-2-phenoxybenzoic acid), BrC1=CC(=C(C(=O)O)C=C1)OC1=CC=CC=C1 (4-Bromo-2-phenoxybenzoic acid). The product is BrC=1C=CC=2C(C3=CC=CC(=C3OC2C1)OC)=O (3-Bromo-5-methoxy-xanthen-9-one). As a reaction SMILES: [Br:1][C:2]1[CH:10]=[CH:9][C:5]([C:6]([OH:8])=O)=[C:4]([O:11][C:12]2[CH:17]=[CH:16][CH:15]=[CH:14][C:13]=2[O:18][CH3:19])[CH:3]=1.BrC1C=CC(C(O)=O)=C(OC2C=CC=CC=2)C=1>>[Br:1][C:2]1[CH:10]=[CH:9][C:5]2[C:6](=[O:8])[C:17]3[C:12]([O:11][C:4]=2[CH:3]=1)=[C:13]([O:18][CH3:19])[CH:14]=[CH:15][CH:16]=3. Procedure details: Using an adaptation of the method described in Procedure 3, substituting 4-bromo-2-(2-methoxy-phenoxy)-benzoic acid, 2k for 4-bromo-2-phenoxybenzoic acid, 2a, the title compound 3-bromo-5-methoxy-xanthen-9-one, 3k was obtained. MS m/z (MH+) 304.8, 306.7. Reactants: COC([C@@H](CC1=CC=C(C=C1)OCCCN1C(C=2C(C1=O)=CC=CC2)=O)NS(=O)(=O)C2=CC1=C(N=C(S1)SC1=CC=C(C=C1)OC)C=C2)=O ((2R)-2-[(2-(4-Methoxyphenylthio)benzthiazol-6-sulfonyl)amino]-3-(4-(3-phthalimido-1-propyl)oxyphenyl) propionic acid methylester), [Li+].[OH-] (LiOH). The solvent is C1CCOC1.O (THF H2O). Yields the product COC1=CC=C(C=C1)SC=1SC2=C(N1)C=CC(=C2)S(=O)(=O)N[C@@H](C(=O)O)CC2=CC=C(C=C2)OCCCN2C(C=1C(C2=O)=CC=CC1)=O ((2R)-2-[(2-(4-methoxyphenylthio)benzthiazol-6-sulfonyl)amino]-3-(4-(3-phthalimido-1-propyl)oxyphenyl)propionic Acid). Reaction SMILES: C[O:2][C:3](=[O:49])[C@H:4]([NH:27][S:28]([C:31]1[CH:48]=[CH:47][C:34]2[N:35]=[C:36]([S:38][C:39]3[CH:44]=[CH:43][C:42]([O:45][CH3:46])=[CH:41][CH:40]=3)[S:37][C:33]=2[CH:32]=1)(=[O:30])=[O:29])[CH2:5][C:6]1[CH:11]=[CH:10][C:9]([O:12][CH2:13][CH2:14][CH2:15][N:16]2[C:20](=[O:21])[C:19]3=[CH:22][CH:23]=[CH:24][CH:25]=[C:18]3[C:17]2=[O:26])=[CH:8][CH:7]=1.[Li+].[OH-]>C1COCC1.O>[CH3:46][O:45][C:42]1[CH:41]=[CH:40][C:39]([S:38][C:36]2[S:37][C:33]3[CH:32]=[C:31]([S:28]([NH:27][C@H:4]([CH2:5][C:6]4[CH:11]=[CH:10][C:9]([O:12][CH2:13][CH2:14][CH2:15][N:16]5[C:20](=[O:21])[C:19]6=[CH:22][CH:23]=[CH:24][CH:25]=[C:18]6[C:17]5=[O:26])=[CH:8][CH:7]=4)[C:3]([OH:49])=[O:2])(=[O:29])=[O:30])[CH:48]=[CH:47][C:34]=3[N:35]=2)=[CH:44][CH:43]=1 |f:1.2,3.4|. Procedure: (2R)-2-[(2-(4-Methoxyphenylthio)benzthiazol-6-sulfonyl)amino]-3-(4-(3-phthalimido-1-propyl)oxyphenyl) propionic acid methylester (0.196 g, 0.27 mmol) prepared in Example 61 was dissolved in THF/H2O (2 mL/2 mL), and LiOH(0.057 g, 5 equi.) was added and refluxed for 12 hours. Then, the reaction solution was distilled under reduced pressure to remove the solvent and treated with 1N HCl. The product was extracted with ethylacetate (10 mL). The separated organic phase was washed with NaCl solution, d... Reactants: ClCCl, CS(=O)(=O)Nc1ccc2c(c1)C(=O)CC1(CCN(CCc3ccc(N)cc3)CC1)O2, CC(=O)Cl, c1ccncc1. Yields the product CC(=O)Nc1ccc(CCN2CCC3(CC2)CC(=O)c2cc(NS(C)(=O)=O)ccc2O3)cc1. As a reaction SMILES: [CH2:41]([Cl:42])[Cl:43].[CH3:1][S:2](=[O:3])(=[O:4])[NH:5][c:6]1[cH:7][cH:8][c:9]2[c:10]([cH:30]1)[C:11](=[O:29])[CH2:12][C:13]1([O:14]2)[CH2:15][CH2:16][N:17]([CH2:20][CH2:21][c:22]2[cH:23][cH:24][c:25]([NH2:28])[cH:26][cH:27]2)[CH2:18][CH2:19]1.[CH3:37][C:38]([Cl:39])=[O:40].[cH:31]1[cH:32][cH:33][n:34][cH:35][cH:36]1>>[CH3:1][S:2](=[O:3])(=[O:4])[NH:5][c:6]1[cH:7][cH:8][c:9]2[c:10]([cH:30]1)[C:11](=[O:29])[CH2:12][C:13]1([O:14]2)[CH2:15][CH2:16][N:17]([CH2:20][CH2:21][c:22]2[cH:23][cH:24][c:25]([NH:28][C:38]([CH3:37])=[O:40])[cH:26][cH:27]2)[CH2:18][CH2:19]1. Reactants: C([O-])(O)=O.[Na+] (sodium bicarbonate), ClC1=C(C(=O)OC)C=CC(=C1C=CC(C)=NO)Cl (methyl 2,4-dichloro-(2-hydroxyiminobut-3-en-4-yl)benzoate), S(=O)(=O)([O-])S(=O)[O-].[Na+].[Na+] (sodium pyrosulfite), [I-].[K+] (potassium iodide), II (iodine). Solvent: O (water), O1CCCC1 (tetrahydrofuran), O (water). Product: ClC1=C(C(=O)OC)C=CC(=C1C1=CC(=NO1)C)Cl (methyl 2,4-dichloro-3-(3-methylisoxazol-5-yl)benzoate). Yield: 60.3%. Reaction SMILES: C(=O)(O)[O-].[Na+].[Cl:6][C:7]1[C:16]([CH:17]=[CH:18][C:19](=[N:21][OH:22])[CH3:20])=[C:15]([Cl:23])[CH:14]=[CH:13][C:8]=1[C:9]([O:11][CH3:12])=[O:10].[I-].[K+].II.S(S([O-])=O)([O-])(=O)=O.[Na+].[Na+]>O.O1CCCC1>[Cl:6][C:7]1[C:16]([C:17]2[O:22][N:21]=[C:19]([CH3:20])[CH:18]=2)=[C:15]([Cl:23])[CH:14]=[CH:13][C:8]=1[C:9]([O:11][CH3:12])=[O:10] |f:0.1,3.4,6.7.8|. Procedure details: 4.7 g (55.6 mmol) of sodium bicarbonate in 50 ml of water were added to 4.0 g (13.9 mmol) of methyl 2,4-dichloro-(2-hydroxyiminobut-3-en-4-yl)benzoate in 100 ml of tetrahydrofuran. Under the exclusion of light, 7.9 g (47.8 mmol) of potassium iodide and 3.7 g (14.6 mmol) of iodine in 50 ml of water were then added and the mixture was heated under reflux for 4 hours. The mixture was then cooled and 100 ml of a 24% strength sodium pyrosulfite solution were added a little at a time and the solution ... Starting materials: BrC=1C=C2C(=C(OC(=O)C2=CC1)C(=O)O)C1=CC=CC=C1 (6-bromo-4-phenylisocoumarin-3-carboxylic acid), N.CO (ammonia methanol). The solvent is CO (methanol). Conditions: time 24 hour. Product: BrC=1C=C2C(=C(NC(C2=CC1)=O)C(=O)O)C1=CC=CC=C1 (6-bromo-1-oxo-4-phenyl-1,2-dihydroisoquinoline-3-carboxylic acid). Reaction SMILES: [Br:1][C:2]1[CH:3]=[C:4]2[C:10](=[CH:11][CH:12]=1)[C:8](=O)[O:7][C:6]([C:13]([OH:15])=[O:14])=[C:5]2[C:16]1[CH:21]=[CH:20][CH:19]=[CH:18][CH:17]=1.[NH3:22].CO>CO>[Br:1][C:2]1[CH:3]=[C:4]2[C:10](=[CH:11][CH:12]=1)[C:8](=[O:7])[NH:22][C:6]([C:13]([OH:15])=[O:14])=[C:5]2[C:16]1[CH:21]=[CH:20][CH:19]=[CH:18][CH:17]=1 |f:1.2|. Procedure details: To a solution of 6-bromo-4-phenylisocoumarin-3-carboxylic acid (15 g) in methanol (100 ml) was added 12% ammonia-methanol solution (60 ml) and the mixture was stirred at room temperature for 24 hrs. The reaction mixture was concentrated, and 1N hydrochloric acid was added to the obtained residue. The mixture was extracted with ethyl acetate. The organic layer was dried and concentrated and 4N hydrochloric acid ethyl acetate solution (30 ml) was added to the obtained oily substance. The mixture w... The yield is 60.0%. Procedure details: A quantity of the 1-benzyl-1-aza-4,7,10-trioxacyclododecane compound (3) prepared in Example 3 (45.1 g, 0.17 mol), ethanol (7 g), and 10% palladium on carbon (0.5 g) were shaken in hydrogen atmosphere at more than 50 psi (1 psi=6.9×103 Pa=0.07 kg cm-2). Hydrogen gas was recharged several times into the reaction chamber to keep the pressure elevated. Shaking was continued until the pressure lowering stopped (4 days). After the palladium carbon was filtered, the solvent was evaporated. The pure co... The solvent is [H][H] (hydrogen), [H][H] (Hydrogen). Product: N1CCOCCOCCOCC1 (1-aza-4,7,10-trioxacyclododecane). As a reaction SMILES: C([N:8]1[CH2:19][CH2:18][O:17][CH2:16][CH2:15][O:14][CH2:13][CH2:12][O:11][CH2:10][CH2:9]1)C1C=CC=CC=1.C(O)C>[Pd].[H][H]>[NH:8]1[CH2:19][CH2:18][O:17][CH2:16][CH2:15][O:14][CH2:13][CH2:12][O:11][CH2:10][CH2:9]1. Reagents/catalysts: [Pd] (palladium on carbon). The reactants are C(C1=CC=CC=C1)N1CCOCCOCCOCC1 (1-benzyl-1-aza-4,7,10-trioxacyclododecane), C(C1=CC=CC=C1)N1CCOCCOCCOCC1 (1-benzyl-1-aza-4,7,10-trioxacyclododecane), C(C)O (ethanol). Starting materials: [NH4+].[Cl-] (NH4Cl), [H-].[Na+] (NaH), COCCO (2-Methoxy-ethanol), FC=1C=C(C=O)C=CC1F (3,4-difluoro-benzaldehyde). The solvent is CN(C)C=O (DMF). Run at time 4 hour. Yields the product FC=1C=C(C=O)C=CC1OCCOC (3-Fluoro-4-(2-methoxy-ethoxy)-benzaldehyde). RXN SMILES: [H-].[Na+].[CH3:3][O:4][CH2:5][CH2:6][OH:7].[F:8][C:9]1[CH:10]=[C:11]([CH:14]=[CH:15][C:16]=1F)[CH:12]=[O:13].[NH4+].[Cl-]>CN(C=O)C>[F:8][C:9]1[CH:10]=[C:11]([CH:14]=[CH:15][C:16]=1[O:7][CH2:6][CH2:5][O:4][CH3:3])[CH:12]=[O:13] |f:0.1,4.5|. Reported procedure: NaH (7.3 g) was carefully added to a solution of 2-Methoxy-ethanol (15 ml) in DMF (200 ml) and the solution was stirred for 4 hours. 3,4-difluoro-benzaldehyde (14 g) was added to the mixture under N2 at 0° C., and the resulting mixture was slowly warmed to room temperature and stirred for another 6 hours. Saturated aqueous NH4Cl (200 ml) was added to the solution, and the mixture was extracted by ethyl acetate (500 ml×3). The organic layer was evaporated to give 3-Fluoro-4-(2-methoxy-ethoxy)-ben... The reactants are [Cl-], Cl, O=N[O-], Nc1cccnc1CO, [Na+], O, S. Product: OCc1ncccc1Cl. Reaction SMILES: [Cl-:14].[ClH:16].[N:1]([O-:2])=[O:3].[NH2:5][c:6]1[c:7]([CH2:12][OH:13])[n:8][cH:9][cH:10][cH:11]1.[Na+:4].[OH2:15].[SH2:17]>>[c:6]1([Cl:14])[c:7]([CH2:12][OH:13])[n:8][cH:9][cH:10][cH:11]1.